Dataset: the Open Reaction Database (ORD), a public repository of structured organic reaction records. Task: describe an organic reaction: reactants, conditions, products, and yield The reactants are [BH4-], C1CCOC1, CC(C)C[Al+]CC(C)C, COC(=O)c1ccc(C(=O)N(C)OC)nc1, ClCCl, [H-], [Na+]. Yields the product COC(=O)c1ccc(CO)nc1. RXN SMILES: [BH4-:27].[CH2:29]1[O:30][CH2:31][CH2:32][CH2:33]1.[CH2:2]([Al+:3][CH2:4][CH:5]([CH3:6])[CH3:7])[CH:8]([CH3:9])[CH3:10].[CH3:11][O:12][C:13]([c:14]1[cH:15][n:16][c:17]([C:20]([N:21]([O:22][CH3:23])[CH3:24])=[O:25])[cH:18][cH:19]1)=[O:26].[Cl:34][CH2:35][Cl:36].[H-:1].[Na+:28]>>[CH3:11][O:12][C:13]([c:14]1[cH:15][n:16][c:17]([CH2:20][OH:25])[cH:18][cH:19]1)=[O:26].